Dataset: the Open Reaction Database (ORD), a public repository of structured organic reaction records. Task: describe an organic reaction: reactants, conditions, products, and yield Starting materials: C1CCNCC1, CO, NC(=O)c1nc(-c2c(F)cccc2F)oc1-c1ccc(OCC2CO2)cc1. The product is NC(=O)c1nc(-c2c(F)cccc2F)oc1-c1ccc(OCC(O)CN2CCCCC2)cc1. RXN SMILES: [CH2:28]1[CH2:29][CH2:30][NH:31][CH2:32][CH2:33]1.[CH3:34][OH:35].[F:1][c:2]1[c:3](-[c:9]2[o:10][c:11](-[c:17]3[cH:18][cH:19][c:20]([O:23][CH2:24][CH:25]4[O:26][CH2:27]4)[cH:21][cH:22]3)[c:12]([C:14](=[O:15])[NH2:16])[n:13]2)[c:4]([F:8])[cH:5][cH:6][cH:7]1>>[F:1][c:2]1[c:3](-[c:9]2[o:10][c:11](-[c:17]3[cH:18][cH:19][c:20]([O:23][CH2:24][CH:25]([OH:26])[CH2:27][N:31]4[CH2:30][CH2:29][CH2:28][CH2:33][CH2:32]4)[cH:21][cH:22]3)[c:12]([C:14](=[O:15])[NH2:16])[n:13]2)[c:4]([F:8])[cH:5][cH:6][cH:7]1.